The task is: describe an organic reaction: reactants, conditions, products, and yield. This data is from the Open Reaction Database (ORD), a public repository of structured organic reaction records. Starting materials: Cl (hydrochloric acid), CC=1N(C(=CC1)C)C1=NC(=CC=C1)C1=CC=C(C=C1)CCN(CC1CCCCC1)CC1CCCCC1 (2-(2,5-dimethylpyrrol-1-yl)-6-{4-[2-(bis-cyclohexylmethyl-amino)-ethyl]-phenyl}-pyridine), Cl.NO (hydroxylamine hydrochloride), O (water). Run in C(C)O (ethanol). Conditions: temperature 80 celsius. The product is C1(CCCCC1)CN(CCC1=CC=C(C=C1)C1=CC=CC(=N1)N)CC1CCCCC1 (6-{4-[2-(Bis-cyclohexylmethyl-amino)-ethyl]-phenyl}-pyridin-2-ylamine). As a reaction SMILES: CC1[N:3]([C:8]2[CH:13]=[CH:12][CH:11]=[C:10]([C:14]3[CH:19]=[CH:18][C:17]([CH2:20][CH2:21][N:22]([CH2:30][CH:31]4[CH2:36][CH2:35][CH2:34][CH2:33][CH2:32]4)[CH2:23][CH:24]4[CH2:29][CH2:28][CH2:27][CH2:26][CH2:25]4)=[CH:16][CH:15]=3)[N:9]=2)C(C)=CC=1.Cl.NO.O.Cl>C(O)C>[CH:31]1([CH2:30][N:22]([CH2:23][CH:24]2[CH2:29][CH2:28][CH2:27][CH2:26][CH2:25]2)[CH2:21][CH2:20][C:17]2[CH:16]=[CH:15][C:14]([C:10]3[N:9]=[C:8]([NH2:3])[CH:13]=[CH:12][CH:11]=3)=[CH:19][CH:18]=2)[CH2:32][CH2:33][CH2:34][CH2:35][CH2:36]1 |f:1.2|. Reported procedure: To a 100 mL round-bottomed flask equipped with condenser and N2 inlet were added 134 mg (0.277 mmol) 2-(2,5-dimethylpyrrol-1-yl)-6-{4-[2-(bis-cyclohexylmethyl-amino)-ethyl]-phenyl}-pyridine, 96 mg (1.387 mmol) hydroxylamine hydrochloride, 1 mL water and 5 mL ethanol. The solution was heated at 80° C. for 35 h, cooled, and poured into dilute aqueous hydrochloric acid. The aqueous layer washed with ethyl acetate, the pH adjusted to 11 with 1 N sodium hydroxide solution, and extracted with ethyl ac... Starting materials: CCN=C=O, CCN(C(C)C)C(C)C, ClCCl, CC(C)S(=O)(=O)NC1Cc2ccc(-c3cccc(N)c3)cc2C1. Yields the product CCNC(=O)Nc1cccc(-c2ccc3c(c2)CC(NS(=O)(=O)C(C)C)C3)c1. Reaction SMILES: [CH2:33]([CH3:34])[N:35]=[C:36]=[O:37].[CH:24]([N:25]([CH:26]([CH3:27])[CH3:28])[CH2:29][CH3:30])([CH3:31])[CH3:32].[Cl:38][CH2:39][Cl:40].[NH2:1][c:2]1[cH:3][c:4](-[c:8]2[cH:9][c:10]3[c:14]([cH:15][cH:16]2)[CH2:13][CH:12]([NH:17][S:18](=[O:19])(=[O:20])[CH:21]([CH3:22])[CH3:23])[CH2:11]3)[cH:5][cH:6][cH:7]1>>[NH:1]([c:2]1[cH:3][c:4](-[c:8]2[cH:9][c:10]3[c:14]([cH:15][cH:16]2)[CH2:13][CH:12]([NH:17][S:18](=[O:19])(=[O:20])[CH:21]([CH3:22])[CH3:23])[CH2:11]3)[cH:5][cH:6][cH:7]1)[C:36]([NH:35][CH2:33][CH3:34])=[O:37].